This data is from the Open Reaction Database (ORD), a public repository of structured organic reaction records. The task is: describe an organic reaction: reactants, conditions, products, and yield The reactants are three, Cl[Si]1(CCC1)C1=CC=CC=C1 (1-chloro-1-phenyl-1-silacyclobutane), C(=C)[Mg]Br (vinyl magnesium bromide). The solvent is C1CCOC1 (THF). Yields the product C1(=CC=CC=C1)[Si]1(CCC1)C=C (1-phenyl-1-vinyl-1-silacyclobutane). Isolated yield 70.0%. As a reaction SMILES: Cl[Si:2]1([C:6]2[CH:11]=[CH:10][CH:9]=[CH:8][CH:7]=2)[CH2:5][CH2:4][CH2:3]1.[CH:12]([Mg]Br)=[CH2:13]>C1COCC1>[C:6]1([Si:2]2([CH:12]=[CH2:13])[CH2:5][CH2:4][CH2:3]2)[CH:11]=[CH:10][CH:9]=[CH:8][CH:7]=1. Reported procedure: A dry 250 ml three neck round bottom flask equipped with a dropping funnel and condenser with nitrogen inlet system. Was placed 4.2 g (23 mmole) 1-chloro-1-phenyl-1-silacyclobutane in 40 ml THF. With stirring, 25 ml (0.1M) vinyl magnesium bromide (in THF) was added dropwise. The mixture was stirred for additional 6 h. Work up, the mixture was distilled to collect 2.8 g 82°-83° C./3.0 mmHg 70% yield was obtained. Reactants: BrCCCCCCOCC1=CC=CC=C1 (1-bromo-6-benzyloxyhexane), Cl (hydrochloric acid), [O-]CC.[Na+] (sodium ethoxide), C(CC(=O)OCC)(=O)OCC (diethyl malonate). Run in C(C)O (ethanol), C(C)O (ethanol), C(C)O (ethanol). Run at time 2 hour. The product is C(C1=CC=CC=C1)OCCCCCCC(C(=O)OCC)C(=O)OCC (diethyl 2-(6-benzyloxyhexyl)malonate). The yield is 98.9%. As a reaction SMILES: [O-]CC.[Na+].[C:5]([O:13][CH2:14][CH3:15])(=[O:12])[CH2:6][C:7]([O:9][CH2:10][CH3:11])=[O:8].Br[CH2:17][CH2:18][CH2:19][CH2:20][CH2:21][CH2:22][O:23][CH2:24][C:25]1[CH:30]=[CH:29][CH:28]=[CH:27][CH:26]=1.Cl>C(O)C>[CH2:24]([O:23][CH2:22][CH2:21][CH2:20][CH2:19][CH2:18][CH2:17][CH:6]([C:7]([O:9][CH2:10][CH3:11])=[O:8])[C:5]([O:13][CH2:14][CH3:15])=[O:12])[C:25]1[CH:30]=[CH:29][CH:28]=[CH:27][CH:26]=1 |f:0.1|. Procedure details: First, 2.7 g of sodium ethoxide and 100 ml of dry ethanol were placed in a 200 ml flask. Then, 20 ml of an ethanol solution containing 7 g of diethyl malonate was added dropwise to the reaction mixture at 60° C., and the resultant reaction mixture was stirred for 2 hours. Then, 20 ml of an ethanol solution containing 9 g of 1-bromo-6-benzyloxyhexane was added dropwise to the reaction mixture, and the resultant reaction mixture was stirred under reflux for 3 hours. The reaction mixture was poured...